Dataset: the Open Reaction Database (ORD), a public repository of structured organic reaction records. Task: describe an organic reaction: reactants, conditions, products, and yield Reactants: CS(=O)(=O)c1ccc(C(CC2CCCC2)C(=O)Nc2ncc(SC#N)s2)cc1, ClCCN1CCOCC1. Yields the product CS(=O)(=O)c1ccc(C(CC2CCCC2)C(=O)Nc2ncc(SCCN3CCOCC3)s2)cc1. As a reaction SMILES: [CH:1]1([CH2:6][CH:7]([C:8](=[O:9])[NH:10][c:11]2[s:12][c:13]([S:16][C:17]#[N:18])[cH:14][n:15]2)[c:19]2[cH:20][cH:21][c:22]([S:25](=[O:26])(=[O:27])[CH3:28])[cH:23][cH:24]2)[CH2:2][CH2:3][CH2:4][CH2:5]1.[Cl:29][CH2:30][CH2:31][N:32]1[CH2:33][CH2:34][O:35][CH2:36][CH2:37]1>>[CH:1]1([CH2:6][CH:7]([C:8](=[O:9])[NH:10][c:11]2[s:12][c:13]([S:16][CH2:30][CH2:31][N:32]3[CH2:33][CH2:34][O:35][CH2:36][CH2:37]3)[cH:14][n:15]2)[c:19]2[cH:20][cH:21][c:22]([S:25](=[O:26])(=[O:27])[CH3:28])[cH:23][cH:24]2)[CH2:2][CH2:3][CH2:4][CH2:5]1. Reactants: C(#N)C1=NC=CC=C1OC1=CC2=C(NC(=N2)C2=NC=CC=C2)C=C1OC=1C=NC(=CC1)S(=O)(=O)C (5-(2-cyanopyridin-3-yloxy)-6-(6-methanesulfonyl-pyridin-3-yloxy)-2-pyridin-2-yl-1H-benzimidazole), N1N=C(C=C1)C=O (1H-pyrazole-3-carboxaldehyde). Product: C(#N)C1=NC=CC=C1OC1=CC2=C(NC(=N2)C2=NNC=C2)C=C1OC=1C=NC(=CC1)S(=O)(=O)C (5-(2-Cyanopyridin-3-yloxy)-2-(1H-pyrazol-3-yl)-6-(6-methanesulfonyl-pyridin-3-yloxy)-1H-benzimidazole). As a reaction SMILES: [C:1]([C:3]1[C:8]([O:9][C:10]2[C:24]([O:25][C:26]3[CH:27]=[N:28][C:29]([S:32]([CH3:35])(=[O:34])=[O:33])=[CH:30][CH:31]=3)=[CH:23][C:13]3[NH:14][C:15]([C:17]4[CH:22]=[CH:21]C=C[N:18]=4)=[N:16][C:12]=3[CH:11]=2)=[CH:7][CH:6]=[CH:5][N:4]=1)#[N:2].[NH:36]1C=CC(C=O)=N1>>[C:1]([C:3]1[C:8]([O:9][C:10]2[C:24]([O:25][C:26]3[CH:27]=[N:28][C:29]([S:32]([CH3:35])(=[O:33])=[O:34])=[CH:30][CH:31]=3)=[CH:23][C:13]3[NH:14][C:15]([C:17]4[CH:22]=[CH:21][NH:36][N:18]=4)=[N:16][C:12]=3[CH:11]=2)=[CH:7][CH:6]=[CH:5][N:4]=1)#[N:2]. Reported procedure: The entitled compound was obtained as a colorless solid in the same method as in Example 202 or in accordance with the method or by combining it with an ordinary method but using 4-(2-cyanopyridin-3-yloxy)-5-(6-methanesulfonyl-pyridin-3-yloxy)-benzene-1,2-diamine obtained in Example 218 (step 3) and 1H-pyrazole-3-carboxaldehyde. The reactants are CN(Cc1ccc2c(Br)c(O)ccc2c1)C(=O)c1ccc(C2CCCCC2)cc1, O=C([O-])[O-], COC(=O)C(Cc1ccccc1)OS(=O)(=O)C(F)(F)F, CC(C)=O, [Cs+], [Cs+]. Yields the product COC(=O)C(Cc1ccccc1)Oc1ccc2cc(CN(C)C(=O)c3ccc(C4CCCCC4)cc3)ccc2c1Br. RXN SMILES: [Br:1][c:2]1[c:3]2[cH:4][cH:5][c:6]([CH2:13][N:14]([C:15]([c:16]3[cH:17][cH:18][c:19]([CH:22]4[CH2:23][CH2:24][CH2:25][CH2:26][CH2:27]4)[cH:20][cH:21]3)=[O:28])[CH3:29])[cH:7][c:8]2[cH:9][cH:10][c:11]1[OH:12].[C:50](=[O:51])([O-:52])[O-:53].[CH3:30][O:31][C:32]([CH:33]([CH2:34][c:35]1[cH:36][cH:37][cH:38][cH:39][cH:40]1)[O:41][S:42]([C:43]([F:44])([F:45])[F:46])(=[O:47])=[O:48])=[O:49].[CH3:56][C:57](=[O:58])[CH3:59].[Cs+:54].[Cs+:55]>>[Br:1][c:2]1[c:3]2[cH:4][cH:5][c:6]([CH2:13][N:14]([C:15]([c:16]3[cH:17][cH:18][c:19]([CH:22]4[CH2:23][CH2:24][CH2:25][CH2:26][CH2:27]4)[cH:20][cH:21]3)=[O:28])[CH3:29])[cH:7][c:8]2[cH:9][cH:10][c:11]1[O:12][CH:33]([C:32]([O:31][CH3:30])=[O:49])[CH2:34][c:35]1[cH:36][cH:37][cH:38][cH:39][cH:40]1. Reactants: Cl[Sn]Cl (SnCl2), P(=O)([O-])([O-])[O-].[Na+].[Na+].[Na+] (sodium phosphate), FC(S(=O)(=O)O)(F)F (trifluoromethanesulfonic acid), ClCCl (dichloromethane), C(C)OC(=O)C1=C2SC(SC2=C(C=2SC(SC21)(COCCO)COCCO)C(O)(C2=C1C(SC(S1)(COCCO)COCCO)=C(C1=C2SC(S1)(COCCO)COCCO)C(=O)OCC)C1=C2C(SC(S2)(COCCO)COCCO)=C(C2=C1SC(S2)(COCCO)COCCO)C(=O)OCC)(COCCO)COCCO (Tris(8-ethoxycarbonyl-2,2,6,6-tetra(hydroxyethoxy)methylbenzo[1,2-d:4,5-d']bis(1,3)dithiole-4-yl)methanol). The solvent is C(C)#N (acetonitrile), C(C)(=O)OC(C)=O (acetic anhydride), N1=CC=CC=C1 (pyridine). Reaction conditions: time 2 hour. The product is C(=O)(O)C1=C2SC(SC2=C(C=2SC(SC21)(COCCO)COCCO)C(C2=C1C(SC(S1)(COCCO)COCCO)=C(C1=C2SC(S1)(COCCO)COCCO)C(=O)O)(C1=C2C(SC(S2)(COCCO)COCCO)=C(C2=C1SC(S2)(COCCO)COCCO)C(=O)O)[Na])(COCCO)COCCO (Tris(8-carboxy-2,2,6,6-tetra(hydroxyethoxy)methylbenzo[1,2-d:4,5-d']bis(1,3)dithiole-4-yl)methyl Sodium). RXN SMILES: C([O:3][C:4]([C:6]1[C:17]2[S:16][C:15]([CH2:23][O:24][CH2:25][CH2:26][OH:27])([CH2:18][O:19][CH2:20][CH2:21][OH:22])[S:14][C:13]=2[C:12]([C:28]([C:67]2[C:85]3[S:86][C:87]([CH2:94][O:95][CH2:96][CH2:97][OH:98])([CH2:89][O:90][CH2:91][CH2:92][OH:93])[S:88][C:84]=3[C:83]([C:99]([O:101]CC)=[O:100])=[C:69]3[S:70][C:71]([CH2:78][O:79][CH2:80][CH2:81][OH:82])([CH2:73][O:74][CH2:75][CH2:76][OH:77])[S:72][C:68]=23)([C:30]2[C:48]3[S:49][C:50]([CH2:57][O:58][CH2:59][CH2:60][OH:61])([CH2:52][O:53][CH2:54][CH2:55][OH:56])[S:51][C:47]=3[C:46]([C:62]([O:64]CC)=[O:63])=[C:32]3[S:33][C:34]([CH2:41][O:42][CH2:43][CH2:44][OH:45])([CH2:36][O:37][CH2:38][CH2:39][OH:40])[S:35][C:31]=23)O)=[C:11]2[C:7]=1[S:8][C:9]([CH2:109][O:110][CH2:111][CH2:112][OH:113])([CH2:104][O:105][CH2:106][CH2:107][OH:108])[S:10]2)=[O:5])C.FC(F)(F)S(O)(=O)=O.ClCCl.Cl[Sn]Cl.P([O-])([O-])([O-])=O.[Na+:133].[Na+].[Na+]>C(OC(=O)C)(=O)C.N1C=CC=CC=1.C(#N)C>[C:62]([C:46]1[C:32]2[S:33][C:34]([CH2:36][O:37][CH2:38][CH2:39][OH:40])([CH2:41][O:42][CH2:43][CH2:44][OH:45])[S:35][C:31]=2[C:30]([C:28]([Na:133])([C:67]2[C:85]3[S:86][C:87]([CH2:94][O:95][CH2:96][CH2:97][OH:98])([CH2:89][O:90][CH2:91][CH2:92][OH:93])[S:88][C:84]=3[C:83]([C:99]([OH:101])=[O:100])=[C:69]3[S:70][C:71]([CH2:78][O:79][CH2:80][CH2:81][OH:82])([CH2:73][O:74][CH2:75][CH2:76][OH:77])[S:72][C:68]=23)[C:12]2[C:11]3[S:10][C:9]([CH2:109][O:110][CH2:111][CH2:112][OH:113])([CH2:104][O:105][CH2:106][CH2:107][OH:108])[S:8][C:7]=3[C:6]([C:4]([OH:3])=[O:5])=[C:17]3[S:16][C:15]([CH2:18][O:19][CH2:20][CH2:21][OH:22])([CH2:23][O:24][CH2:25][CH2:26][OH:27])[S:14][C:13]=23)=[C:48]2[C:47]=1[S:51][C:50]([CH2:57][O:58][CH2:59][CH2:60][OH:61])([CH2:52][O:53][CH2:54][CH2:55][OH:56])[S:49]2)([OH:64])=[O:63] |f:4.5.6.7|. Reported procedure: Tris(8-ethoxycarbonyl-2,2,6,6-tetra(hydroxyethoxy)methylbenzo[1,2-d:4,5-d']bis(1,3)dithiole-4-yl)methanol (see WO97/09633) (40 mg, 0.022 mmol) was dissolved in a mixture of acetic anhydride (S ml) and pyridine (10 ml) and the solution was stirred at room temperature for 2 hours. The organic solvents were removed by evaporation, the residue was dissolved in dichloromethane which was washed with water. After removal of the solvent by evaporation, the residue was dissolved in dichloromethane (8 ml)... Starting materials: ClCCl, O=C(O)C(F)(F)F, CC(C)c1nc(C(=O)N2CCOC3(CCN(CCCCCCCC(C)(C)CO)CC3)C2)cs1. Product: CC(C)c1nc(C(=O)N2CCOC3(CCN(CCCCCCCC(C)(C)C=O)CC3)C2)cs1. RXN SMILES: [Cl:41][CH2:42][Cl:43].[OH:1][C:2]([C:3]([F:4])([F:5])[F:6])=[O:7].[OH:8][CH2:9][C:10]([CH2:11][CH2:12][CH2:13][CH2:14][CH2:15][CH2:16][CH2:17][N:18]1[CH2:19][CH2:20][C:21]2([CH2:22][N:23]([C:27](=[O:28])[c:29]3[n:30][c:31]([CH:34]([CH3:35])[CH3:36])[s:32][cH:33]3)[CH2:24][CH2:25][O:26]2)[CH2:37][CH2:38]1)([CH3:39])[CH3:40]>>[O:8]=[CH:9][C:10]([CH2:11][CH2:12][CH2:13][CH2:14][CH2:15][CH2:16][CH2:17][N:18]1[CH2:19][CH2:20][C:21]2([CH2:22][N:23]([C:27](=[O:28])[c:29]3[n:30][c:31]([CH:34]([CH3:35])[CH3:36])[s:32][cH:33]3)[CH2:24][CH2:25][O:26]2)[CH2:37][CH2:38]1)([CH3:39])[CH3:40]. Starting materials: substituting Intermediate 3, FC=1C=CC(=NC1)N1C=NC=2C=NC=CC21 (1-(5-Fluoropyridin-2-yl)-1H-imidazo[4,5-c]pyridine), FC1=C(C(=O)Cl)C=CC=C1C(F)(F)F (2-Fluoro-3-(trifluoromethyl)benzoyl chloride), ClC1=C(C(=O)Cl)C=CC=C1C(F)(F)F (2-Chloro-3-(trifluoromethyl)benzoyl chloride). The product is FC1=C(C=CC=C1C(F)(F)F)C(=O)N1C(C2=C(CC1)N(C=N2)C2=NC=CC=C2)C ((2-Fluoro-3-(trifluoromethyl)phenyl)(4-methyl-1-(pyridin-2-yl)-6,7-dihydro-1H-imidazo[4,5-c]pyridin-5(4H)-yl)methanone). Reaction SMILES: F[C:2]1[CH:3]=[CH:4][C:5]([N:8]2[C:16]3[CH:15]=[CH:14][N:13]=[CH:12][C:11]=3[N:10]=[CH:9]2)=[N:6][CH:7]=1.[F:17][C:18]1[C:26]([C:27]([F:30])([F:29])[F:28])=[CH:25][CH:24]=[CH:23][C:19]=1[C:20](Cl)=[O:21].Cl[C:32]1C(C(F)(F)F)=CC=CC=1C(Cl)=O>>[F:17][C:18]1[C:26]([C:27]([F:30])([F:29])[F:28])=[CH:25][CH:24]=[CH:23][C:19]=1[C:20]([N:13]1[CH2:14][CH2:15][C:16]2[N:8]([C:5]3[CH:4]=[CH:3][CH:2]=[CH:7][N:6]=3)[CH:9]=[N:10][C:11]=2[CH:12]1[CH3:32])=[O:21]. Reported procedure: Example 19 was prepared in an analogous way as Example 11 substituting Intermediate 3 for Intermediate 1 and Intermediate 13 for Intermediate 12 in Step A. 1H NMR (500 MH, CDCl3) δ 8.53 (dd, J=12.7, 11.7 Hz, 1H), 8.03-7.99 (m, 1H), 7.92-7.80 (m, 1H), 7.70-7.60 (m, 2H), 7.40-7.27 (m, 3H), 5.78 (s, 1H), 5.10-4.56 (m, 1H), 3.75-3.31 (m, 1H), 3.31-2.76 (m, 2H), 1.83-1.38 (m, 3H). MS (ESI): mass calculated for C20H16F4N4O, 404.13. m/z found 405.2 [M+H]+. Starting materials: C1(=CC=CC=C1)C1OC2=CC=C(C=C2C(C1)O)O (2-phenylchroman-4,6-diol), ClC1=C(C=CC=C1)C1OC2=CC=C(C=C2C(C1)=O)O (2(2-chlorophenyl)-6-hydroxychroman-4-one). The product is ClC1=C(C=CC=C1)C1OC2=CC=C(C=C2C(C1)O)O (2-(2-Chlorophenyl)chroman-4,6-diol). RXN SMILES: C1(C2CC(O)C3C(=CC=C(O)C=3)O2)C=CC=CC=1.[Cl:19][C:20]1[CH:25]=[CH:24][CH:23]=[CH:22][C:21]=1[CH:26]1[CH2:35][C:34](=[O:36])[C:33]2[C:28](=[CH:29][CH:30]=[C:31]([OH:37])[CH:32]=2)[O:27]1>>[Cl:19][C:20]1[CH:25]=[CH:24][CH:23]=[CH:22][C:21]=1[CH:26]1[CH2:35][CH:34]([OH:36])[C:33]2[C:28](=[CH:29][CH:30]=[C:31]([OH:37])[CH:32]=2)[O:27]1. Reported procedure: 2-(2-Chlorophenyl)chroman-4,6-diol was prepared as described for 2-phenylchroman-4,6-diol in Example 8(a) starting from 1.12 g of 2(2-chlorophenyl)-6-hydroxychroman-4-one. 1H NMR (400 MHz, d6-DMSO) δ: 7.63 (dd, 1H, J 7.7, 1.8 Hz), 7.49 (dd, 1H, J 7.8, 1.4 Hz), 7.45-7.36 (m, 2H), 6.89 (d, 1H, J 2.9 Hz), 6.63 (d, 1H, J 8.8 Hz), 6.56 (dd, 1H, J 8.9, 2.9 Hz), 5.39 (dd, 1H, J 11.7, 1.5 Hz), 4.90 (m, 1H), 2.33 (m, 1H), 1.82 (m, 1H). Starting materials: CO, O=C(NCCOc1cccc(C#CC2(O)CCCCCC2)c1)C(F)(F)F, [K+], [K+], O=C([O-])[O-]. Product: NCCOc1cccc(C#CC2(O)CCCCCC2)c1. RXN SMILES: [CH3:33][OH:34].[F:1][C:2]([F:3])([F:4])[C:25]([NH:5][CH2:6][CH2:7][O:8][c:9]1[cH:10][c:11]([C:15]#[C:16][C:17]2([OH:24])[CH2:18][CH2:19][CH2:20][CH2:21][CH2:22][CH2:23]2)[cH:12][cH:13][cH:14]1)=[O:26].[K+:27].[K+:28].[O-:29][C:30]([O-:31])=[O:32]>>[NH2:5][CH2:6][CH2:7][O:8][c:9]1[cH:10][c:11]([C:15]#[C:16][C:17]2([OH:24])[CH2:18][CH2:19][CH2:20][CH2:21][CH2:22][CH2:23]2)[cH:12][cH:13][cH:14]1.